Dataset: the Open Reaction Database (ORD), a public repository of structured organic reaction records. Task: describe an organic reaction: reactants, conditions, products, and yield Reactants: BrC1=CC2=C(N=C3C=CC=CC3=C2C=C1)O (8-bromophenanthridin-6-ol), BrC1=CC=C(C=C1)S(=O)(=O)O[C@H]1C[C@H](N(C1)C(=O)OC(C)(C)C)C(=O)OC (1-tert-butyl 2-methyl (2S,4S)-4-{[(4-bromophenyl)sulfonyl]oxy}pyrrolidine-1,2-dicarboxylate), C(=O)([O-])[O-].[Cs+].[Cs+] (Cs2CO3), O (water). Solvent: CN1CCCC1=O (NMP), CCOC(=O)C (EtOAc). Conditions: temperature 60 celsius. The product is BrC1=CC2=C(N=C3C=CC=CC3=C2C=C1)O[C@@H]1C[C@H](N(C1)C(=O)OC(C)(C)C)C(=O)OC (1-tert-butyl 2-methyl (2S,4R)-4-[(8-bromophenanthridin-6-yl)oxy]pyrrolidine-1,2-dicarboxylate). Reaction SMILES: [Br:1][C:2]1[CH:15]=[CH:14][C:13]2[C:4](=[C:5]([OH:16])[N:6]=[C:7]3[C:12]=2[CH:11]=[CH:10][CH:9]=[CH:8]3)[CH:3]=1.BrC1C=CC(S(O[C@@H:28]2[CH2:32][N:31]([C:33]([O:35][C:36]([CH3:39])([CH3:38])[CH3:37])=[O:34])[C@H:30]([C:40]([O:42][CH3:43])=[O:41])[CH2:29]2)(=O)=O)=CC=1.C([O-])([O-])=O.[Cs+].[Cs+].O>CN1C(=O)CCC1.CCOC(C)=O>[Br:1][C:2]1[CH:15]=[CH:14][C:13]2[C:4](=[C:5]([O:16][C@H:28]3[CH2:32][N:31]([C:33]([O:35][C:36]([CH3:39])([CH3:38])[CH3:37])=[O:34])[C@H:30]([C:40]([O:42][CH3:43])=[O:41])[CH2:29]3)[N:6]=[C:7]3[C:12]=2[CH:11]=[CH:10][CH:9]=[CH:8]3)[CH:3]=1 |f:2.3.4|. Procedure: To a solution of the product mixture from Step 2 (176 mg, 0.642 mmol) in NMP (1.5 mL) was added 1-tert-butyl 2-methyl (2S,4S)-4-{[(4-bromophenyl)sulfonyl]oxy}pyrrolidine-1,2-dicarboxylate (373 mg, 0.803 mmol) and Cs2CO3 (418 mg, 1.29 mmol). The mixture was then heated to 60° C. for 18 h, and worked up with water and EtOAc. The organic layer was washed with brine, dried over MgSO4, and the solvent was removed in vacuo. The crude material was purified on silica (gradient elution, 10-50% EtOAc/hex)... Reactants: C(C)(C)(C)OC(=O)N1CCC(CC1)CN1C(CN(CC1)S(=O)(=O)CCl)=O (1-[1-(tert-butoxycarbonyl)piperidin-4-ylmethyl]-4-(chloromethanesulfonyl)-2-piperazinone), ClC1=CC=C(C(C=O)=C1)O (5-chlorosalicylaldehyde), C([O-])([O-])=O.[K+].[K+] (potassium carbonate). The solvent is CN(C)C=O (DMF). Run at temperature 100 celsius, time 2 day. Yields the product C(C)(C)(C)OC(=O)N1CCC(CC1)CN1C(CN(CC1)S(=O)(=O)C=1OC2=C(C1)C=C(C=C2)Cl)=O (1-[1-(tert-butoxycarbonyl)piperidin-4-ylmethyl]-4-(5-chlorobenzofuran-2-sulfonyl)-2-piperazinone). Yield: 9.1%. RXN SMILES: [C:1]([O:5][C:6]([N:8]1[CH2:13][CH2:12][CH:11]([CH2:14][N:15]2[CH2:20][CH2:19][N:18]([S:21]([CH2:24]Cl)(=[O:23])=[O:22])[CH2:17][C:16]2=[O:26])[CH2:10][CH2:9]1)=[O:7])([CH3:4])([CH3:3])[CH3:2].[Cl:27][C:28]1[CH:35]=[C:32]([CH:33]=O)[C:31]([OH:36])=[CH:30][CH:29]=1.C(=O)([O-])[O-].[K+].[K+]>CN(C=O)C>[C:1]([O:5][C:6]([N:8]1[CH2:9][CH2:10][CH:11]([CH2:14][N:15]2[CH2:20][CH2:19][N:18]([S:21]([C:24]3[O:36][C:31]4[CH:30]=[CH:29][C:28]([Cl:27])=[CH:35][C:32]=4[CH:33]=3)(=[O:23])=[O:22])[CH2:17][C:16]2=[O:26])[CH2:12][CH2:13]1)=[O:7])([CH3:4])([CH3:2])[CH3:3] |f:2.3.4|. Reported procedure: A mixture of 1-[1-(tert-butoxycarbonyl)piperidin-4-ylmethyl]-4-(chloromethanesulfonyl)-2-piperazinone (2.47 g), 5-chlorosalicylaldehyde (917 mg), potassium carbonate (810 mg) and DMF (30 ml) was stirred at 100° C. for 2 days, and the reaction solution was concentrated. To the residue was added water, and the mixture was extracted with ethyl acetate, washed with water and brine, dried and concentrated. The residue was purified with silica gel column chromatography (hexane:ethyl acetate=1:4) to gi... Starting materials: C(CCCCC)C1=C(OCC(CO)O)C=C(C=C1)CCCCCCCCCCCCCC (3-(2-hexyl-5-tetradecylphenoxy)-1,2-propanediol), C(C1=CC=CC=C1)(C1=CC=CC=C1)(C1=CC=CC=C1)Cl (trityl chloride), N1=CC=CC=C1 (pyridine). Run in C(Cl)(Cl)Cl (chloroform). Reaction conditions: time 24 hour. Product: C(CCCCC)C1=C(OCC(COC(C2=CC=CC=C2)(C2=CC=CC=C2)C2=CC=CC=C2)O)C=C(C=C1)CCCCCCCCCCCCCC (1-(2-Hexyl-5-tetradecylphenoxy)-3-(triphenylmethoxy)-2-propanol). The yield is 71.2%. As a reaction SMILES: [CH2:1]([C:7]1[CH:18]=[CH:17][C:16]([CH2:19][CH2:20][CH2:21][CH2:22][CH2:23][CH2:24][CH2:25][CH2:26][CH2:27][CH2:28][CH2:29][CH2:30][CH2:31][CH3:32])=[CH:15][C:8]=1[O:9][CH2:10][CH:11]([OH:14])[CH2:12][OH:13])[CH2:2][CH2:3][CH2:4][CH2:5][CH3:6].[C:33](Cl)([C:46]1[CH:51]=[CH:50][CH:49]=[CH:48][CH:47]=1)([C:40]1[CH:45]=[CH:44][CH:43]=[CH:42][CH:41]=1)[C:34]1[CH:39]=[CH:38][CH:37]=[CH:36][CH:35]=1.N1C=CC=CC=1>C(Cl)(Cl)Cl>[CH2:1]([C:7]1[CH:18]=[CH:17][C:16]([CH2:19][CH2:20][CH2:21][CH2:22][CH2:23][CH2:24][CH2:25][CH2:26][CH2:27][CH2:28][CH2:29][CH2:30][CH2:31][CH3:32])=[CH:15][C:8]=1[O:9][CH2:10][CH:11]([OH:14])[CH2:12][O:13][C:33]([C:34]1[CH:39]=[CH:38][CH:37]=[CH:36][CH:35]=1)([C:46]1[CH:47]=[CH:48][CH:49]=[CH:50][CH:51]=1)[C:40]1[CH:41]=[CH:42][CH:43]=[CH:44][CH:45]=1)[CH2:2][CH2:3][CH2:4][CH2:5][CH3:6]. Reported procedure: A mixture of 12.77 g of 3-(2-hexyl-5-tetradecylphenoxy)-1,2-propanediol, 13.5 g of trityl chloride and 40 ml of pyridine was stirred for 24 hours, then diluted with chloroform, washed with aqueous sodium bicarbonate, water and dried. This crude material was chromatographed on silica gel, eluting with 17% ethyl acetate in hexane, giving 14 g of the desired compound. Starting materials: Cn1c(Nc2cc(CNS(=O)C(C)(C)C)ccc2Cl)nc2cc(Cl)c(N3CCC(C(F)(F)F)CC3)cc21, O=C(OO)c1cccc(Cl)c1, ClCCl. Product: Cn1c(Nc2cc(CNS(=O)(=O)C(C)(C)C)ccc2Cl)nc2cc(Cl)c(N3CCC(C(F)(F)F)CC3)cc21. As a reaction SMILES: [Cl:1][c:2]1[c:3]([NH:16][c:17]2[n:18][c:19]3[c:20]([n:21]2[CH3:22])[cH:23][c:24]([N:28]2[CH2:29][CH2:30][CH:31]([C:34]([F:35])([F:36])[F:37])[CH2:32][CH2:33]2)[c:25]([Cl:27])[cH:26]3)[cH:4][c:5]([CH2:6][NH:7][S:8](=[O:9])[C:10]([CH3:11])([CH3:12])[CH3:13])[cH:14][cH:15]1.[Cl:38][c:39]1[cH:40][c:41]([C:46](=[O:43])[O:47][OH:48])[cH:42][cH:44][cH:45]1.[Cl:49][CH2:50][Cl:51]>>[Cl:1][c:2]1[c:3]([NH:16][c:17]2[n:18][c:19]3[c:20]([n:21]2[CH3:22])[cH:23][c:24]([N:28]2[CH2:29][CH2:30][CH:31]([C:34]([F:35])([F:36])[F:37])[CH2:32][CH2:33]2)[c:25]([Cl:27])[cH:26]3)[cH:4][c:5]([CH2:6][NH:7][S:8](=[O:9])([C:10]([CH3:11])([CH3:12])[CH3:13])=[O:43])[cH:14][cH:15]1.